Dataset: the Open Reaction Database (ORD), a public repository of structured organic reaction records. Task: describe an organic reaction: reactants, conditions, products, and yield The reactants are OC(=O)C(F)(F)F.C1OC=2C=C(CN(CCCN3C=CC=CC=C3)C3=CC(=NO3)C3=CC(=CC(=C3)F)F)C=CC2O1 (3,4-Methylenedioxybenzyl-[3-(3,5-difluorophenyl)-isoxazol-5-yl](3-azepin-1-yl-propyl)-amine TFA salt), C1OC=2C=C(CNCCCN3C=CC=CC=C3)C=CC2O1 (3,4-methylenedioxybenzyl-(3-azepin-1-yl-propyl)-amine). The product is OC(=O)C(F)(F)F.C1(=CC=CC2=CC=CC=C12)CN(CCCN1C=CC=CC=C1)C1=CC(=NO1)C1=CC(=CC(=C1)F)F (1-Naphthylmethyl-[3-(3,5-difluorophenyl)-isoxazol-5-yl]-(3-azepin-1-yl-propyl)amine TFA salt). Reaction SMILES: [OH:1][C:2]([C:4]([F:7])([F:6])[F:5])=[O:3].C1O[C:40]2[CH:39]=[CH:38][C:12]([CH2:13][N:14]([C:25]3[O:29][N:28]=[C:27]([C:30]4[CH:35]=[C:34]([F:36])[CH:33]=[C:32]([F:37])[CH:31]=4)[CH:26]=3)[CH2:15][CH2:16][CH2:17][N:18]3[CH:24]=[CH:23][CH:22]=[CH:21][CH:20]=[CH:19]3)=[CH:11][C:10]=2O1.C1O[C:61]2[CH:60]=CC(CNCCCN3C=CC=CC=C3)=[CH:45][C:44]=2O1>>[OH:3][C:2]([C:4]([F:7])([F:6])[F:5])=[O:1].[C:12]1([CH2:13][N:14]([C:25]2[O:29][N:28]=[C:27]([C:30]3[CH:35]=[C:34]([F:36])[CH:33]=[C:32]([F:37])[CH:31]=3)[CH:26]=2)[CH2:15][CH2:16][CH2:17][N:18]2[CH:24]=[CH:23][CH:22]=[CH:21][CH:20]=[CH:19]2)[C:11]2[C:10](=[CH:45][CH:44]=[CH:61][CH:60]=2)[CH:40]=[CH:39][CH:38]=1 |f:0.1,3.4|. Procedure: The title compound is prepared using a similar procedure as described for the preparation of 3,4-methylenedioxybenzyl-[3-(3,5-difluorophenyl)-isoxazol-5-yl]-(3-azepin-1-yl-propyl)-amine TFA salt (example 4) while substituting 1-Naphthylmethyl-(3-azepin-1-yl-propyl)-amine for 3,4-methylenedioxybenzyl-(3-azepin-1-yl-propyl)-amine.